Dataset: the Open Reaction Database (ORD), a public repository of structured organic reaction records. Task: describe an organic reaction: reactants, conditions, products, and yield Reactants: C1=CC=CC=2C(C3=C(CCC21)C=CC=C3)=O (10,11-dihydro-5H-dibenzo[a,d]cyclohepten-5-one), [OH-].[Na+] (sodium hydroxide). Reagents/catalysts: [Zn] (zinc). Run in C(C)O (ethanol). Conditions: time 2 hour. Yields the product C1=CC=CC=2C(C3=C(CCC21)C=CC=C3)O (10,11-dihydro-5H-dibenzo[a,d]cyclohepten-5-ol). As a reaction SMILES: [CH:1]1[C:11]2[CH2:10][CH2:9][C:8]3[CH:12]=[CH:13][CH:14]=[CH:15][C:7]=3[C:6](=[O:16])[C:5]=2[CH:4]=[CH:3][CH:2]=1.[OH-].[Na+]>[Zn].C(O)C>[CH:1]1[C:11]2[CH2:10][CH2:9][C:8]3[CH:12]=[CH:13][CH:14]=[CH:15][C:7]=3[CH:6]([OH:16])[C:5]=2[CH:4]=[CH:3][CH:2]=1 |f:1.2|. Procedure details: A mixture of 208 g of 10,11-dihydro-5H-dibenzo[a,d]cyclohepten-5-one, 2 l of ethanol, 200 g of sodium hydroxide and 300 g of zinc powder is heated to boiling under reflux while stirring for 2 hours. The still warm mixture is filtered over kieselguhr while back-washing with about 1 l of methanol. After concentration of the yellow solution to about 1 l, the thick paste obtained is partitioned between 2 l of chloroform and 1 l of water. The alkaline-aqueous phase is adjusted to pH 3 to 4 with about... Starting materials: ClC=1C=C(C(=O)NCC(=O)O)C=CC1Cl ((3,4-dichloro-benzoylamino)-acetic acid), N1CC(CC1)O (pyrrolidin-3-ol). Yields the product ClC=1C=C(C(=O)NCC(=O)N2CC(CC2)O)C=CC1Cl (3,4-Dichloro-N-[2-(3-hydroxy-pyrrolidin-1-yl)-2-oxo-ethyl]-benzamide). As a reaction SMILES: [Cl:1][C:2]1[CH:3]=[C:4]([CH:12]=[CH:13][C:14]=1[Cl:15])[C:5]([NH:7][CH2:8][C:9]([OH:11])=O)=[O:6].[NH:16]1[CH2:20][CH2:19][CH:18]([OH:21])[CH2:17]1>>[Cl:1][C:2]1[CH:3]=[C:4]([CH:12]=[CH:13][C:14]=1[Cl:15])[C:5]([NH:7][CH2:8][C:9]([N:16]1[CH2:20][CH2:19][CH:18]([OH:21])[CH2:17]1)=[O:11])=[O:6]. Procedure: The titled compound was prepared from (3,4-dichloro-benzoylamino)-acetic acid (preparation #14) and pyrrolidin-3-ol according to the general procedure G. m/z: (M+H)+ 317. Starting materials: C(C)OCC (diethyl ether), CCCCC (pentane), CC1(C(C1C(C(C(F)(F)F)(Cl)Cl)OC(C)=O)C(=O)OCC1=C(C(=CC=C1)C1=CC=CC=C1)C)C ((2-methyl-3-phenylphenyl)methyl 2,2-dimethyl-3-(1-acetoxy-2,2-dichloro-3,3,3-trifluoro-propyl)cyclopropanecarboxylate). Reagents/catalysts: [Zn] (zinc). Solvent: CN(C)C=O (DMF). Run at temperature 60 celsius, time 2.5 hour. The product is CC1(C(C1C=C(C(F)(F)F)Cl)C(=O)OCC1=C(C(=CC=C1)C1=CC=CC=C1)C)C ((2-methyl-3-phenylphenyl)methyl 2,2-dimethyl-3-(2-chloro-3,3,3-trifluoro-1-propenyl)cyclopropanecarboxylate). Yield: 95.0%. RXN SMILES: [CH3:1][C:2]1([CH3:34])[CH:4]([CH:5](OC(=O)C)[C:6](Cl)([Cl:11])[C:7]([F:10])([F:9])[F:8])[CH:3]1[C:17]([O:19][CH2:20][C:21]1[CH:26]=[CH:25][CH:24]=[C:23]([C:27]2[CH:32]=[CH:31][CH:30]=[CH:29][CH:28]=2)[C:22]=1[CH3:33])=[O:18].C(OCC)C.CCCCC>CN(C=O)C.[Zn]>[CH3:1][C:2]1([CH3:34])[CH:4]([CH:5]=[C:6]([Cl:11])[C:7]([F:8])([F:9])[F:10])[CH:3]1[C:17]([O:19][CH2:20][C:21]1[CH:26]=[CH:25][CH:24]=[C:23]([C:27]2[CH:28]=[CH:29][CH:30]=[CH:31][CH:32]=2)[C:22]=1[CH3:33])=[O:18]. Procedure: To a solution of 38.4 mg (0.074 mmol) of the stereoisomer [RF 0.39 (CH2Cl2 /hexane=1/1)] of (2-methyl-3-phenylphenyl)methyl 2,2-dimethyl-3-(1-acetoxy-2,2-dichloro-3,3,3-trifluoro-propyl)cyclopropanecarboxylate obtained in Example 11 and dissolved in 0.3 ml of DMF, 6 mg of zinc powder was added, and the mixture was stirred at 60° C. for 2.5 hours. After an addition of 2 ml of diethyl ether and 2 ml of pentane to the mixture, the inorganic salt was filtered off through a silica gel short column. T... Reactants: C(#N)C1=CC=C(C=C1)O (4-cyanophenol), ClC(C#C)(C)C (3-chloro-3-methyl-1-butyne), C(#N)C1=CC=C(C=C1)O (4-cyanophenol), cuprous chloride, C(#N)C1=CC=C(C=C1)O (4-cyanophenol), N12CCCCCC2=NCCC1 (1,8-diazabicyclo-[5.4.0]undec-7-ene), N12CCCCCC2=NCCC1 (DBU). The reagents and catalysts are [Cu] (copper bronze). Run in C(C)#N (acetonitrile), C(C)#N (acetonitrile). Conditions: temperature 12.6 celsius. The product is CC(C#C)(C)OC1=CC=C(C#N)C=C1 (4-[(1,1-Dimethyl-2-propynyl)oxy]benzonitrile), solid. Reaction SMILES: [C:1]([C:3]1[CH:8]=[CH:7][C:6]([OH:9])=[CH:5][CH:4]=1)#[N:2].N12CCCN=C1CCCCC2.Cl[C:22]([CH3:26])([CH3:25])[C:23]#[CH:24]>C(#N)C.[Cu]>[CH3:25][C:22]([O:9][C:6]1[CH:7]=[CH:8][C:3]([C:1]#[N:2])=[CH:4][CH:5]=1)([CH3:26])[C:23]#[CH:24]. Reported procedure: To a solution of 4-cyanophenol (9.0 g, 75.55 mmol, commercially available) and anhydrous acetonitrile (120 mL) at ~0° C. under argon was added 1,8-diazabicyclo-[5.4.0]undec-7-ene (DBU, 14.0 mL, 93.61 mmol, 1.24 eq based on the input of 4-cyanophenol). A temperature increase to 12.6° C. was observed. After the solution had cooled to 0° C., copper bronze (cooper powder, 49.8 mg, 0.783 mmol, 0.0104 eq, 1.04 mol %) was added followed by the addition of a portion of the cuprous chloride in acetonitri... Reactants: O=C([O-])[O-], CI, CCOC(C)=O, [Cs+], [Cs+], CN(C)C=O, COC(=O)c1cc(C(C)=O)ccc1O. Yields the product COC(=O)c1cc(C(C)=O)ccc1OC. RXN SMILES: [C:15](=[O:16])([O-:17])[O-:18].[CH3:21][I:22].[CH3:28][CH2:29][O:30][C:31](=[O:32])[CH3:33].[Cs+:19].[Cs+:20].[O:23]=[CH:24][N:25]([CH3:26])[CH3:27].[OH:1][c:2]1[c:3]([C:4](=[O:5])[O:6][CH3:7])[cH:8][c:9]([C:12]([CH3:13])=[O:14])[cH:10][cH:11]1>>[O:1]([c:2]1[c:3]([C:4](=[O:5])[O:6][CH3:7])[cH:8][c:9]([C:12]([CH3:13])=[O:14])[cH:10][cH:11]1)[CH3:15]. The reactants are C(C(C)C)C1=CC=C(C=C1)C(CCCC)OCCC(=O)C1=CN(C2=CC=CC=C12)CCCC(=O)OCC (ethyl 4-[3-[3-[1-(4-isobutylphenyl)pentyloxy]propionyl]-1-indolyl]butyrate), C(C(C)C)C1=CC=C(C=C1)C(CCCCCCC(=O)C1=CN(C2=CC=CC=C12)CCCC(=O)OCC)CCC (ethyl 4-[3-[8(4-isobutylphenyl)undecanoyl]-1-indolyl]butyrate). Yields the product C(C(C)C)C1=CC=C(C=C1)C(CCCC)OCCC(=O)C1=CN(C2=CC=CC=C12)CCCC(=O)O (4-[3-[3-[1-(4-isobutylphenyl)pentyloxy]propionyl]-1-indolyl]butyric acid). As a reaction SMILES: [CH2:1]([C:5]1[CH:10]=[CH:9][C:8]([CH:11]([O:16][CH2:17][CH2:18][C:19]([C:21]2[C:29]3[C:24](=[CH:25][CH:26]=[CH:27][CH:28]=3)[N:23]([CH2:30][CH2:31][CH2:32][C:33]([O:35]CC)=[O:34])[CH:22]=2)=[O:20])[CH2:12][CH2:13][CH2:14][CH3:15])=[CH:7][CH:6]=1)[CH:2]([CH3:4])[CH3:3].C(C1C=CC(C(CCC)CCCCCCC(C2C3C(=CC=CC=3)N(CCCC(OCC)=O)C=2)=O)=CC=1)C(C)C>>[CH2:1]([C:5]1[CH:6]=[CH:7][C:8]([CH:11]([O:16][CH2:17][CH2:18][C:19]([C:21]2[C:29]3[C:24](=[CH:25][CH:26]=[CH:27][CH:28]=3)[N:23]([CH2:30][CH2:31][CH2:32][C:33]([OH:35])=[O:34])[CH:22]=2)=[O:20])[CH2:12][CH2:13][CH2:14][CH3:15])=[CH:9][CH:10]=1)[CH:2]([CH3:4])[CH3:3]. Procedure: The procedure of Ex. 16 was repeated except that ethyl 4-[3-[3-[1-(4-isobutylphenyl)pentyloxy]propionyl]-1-indolyl]butyrate obtained in Ex. 34 was used in place of ethyl 4-[3-[8(4-isobutylphenyl)undecanoyl]-1-indolyl]butyrate to give 4-[3-[3-[1-(4-isobutylphenyl)pentyloxy]propionyl]-1-indolyl]butyric acid as an oil. Reactants: O1CCC(CC1)CO ((tetrahydro-2H-pyran-4-yl)methanol), BrC=1C=C(C=NC1Cl)S(=O)(=O)N (5-bromo-6-chloropyridine-3-sulfonamide), FC1=C(C=C(C=C1)S(=O)(=O)N)[N+](=O)[O-] (4-fluoro-3-nitrobenzenesulfonamide). Yields the product BrC=1C=C(C=NC1OCC1(CCOCC1)F)S(=O)(=O)N (5-bromo-6-((4-fluorotetrahydro-2H-pyran-4-yl)methoxy)pyridine-3-sulfonamide). RXN SMILES: [O:1]1[CH2:6][CH2:5][CH:4]([CH2:7][OH:8])[CH2:3][CH2:2]1.[Br:9][C:10]1[CH:11]=[C:12]([S:17]([NH2:20])(=[O:19])=[O:18])[CH:13]=[N:14][C:15]=1Cl.[F:21]C1C=CC(S(N)(=O)=O)=CC=1[N+]([O-])=O>>[Br:9][C:10]1[CH:11]=[C:12]([S:17]([NH2:20])(=[O:19])=[O:18])[CH:13]=[N:14][C:15]=1[O:8][CH2:7][C:4]1([F:21])[CH2:5][CH2:6][O:1][CH2:2][CH2:3]1. Procedure: The title compound was prepared by substituting (4-fluorotetrahydro-2H-pyran-4-yl)methanol for (tetrahydro-2H-pyran-4-yl)methanol and 5-bromo-6-chloropyridine-3-sulfonamide for 4-fluoro-3-nitrobenzenesulfonamide in EXAMPLE 24A.